Dataset: the Open Reaction Database (ORD), a public repository of structured organic reaction records. Task: describe an organic reaction: reactants, conditions, products, and yield Reactants: N(=NC(=O)OCC)C(=O)OCC (diethyl azodicarboxylate), [Si](C1=CC=CC=C1)(C1=CC=CC=C1)(C(C)(C)C)O[C@@H]1[C@H]2C[C@H]([C@@H](C1)C2)O ((1R,2R,4R,5S)-5-(tert-butyldiphenylsilyloxy)bicyclo[2.2.1 ]heptan-2-ol), C1(C=2C(C(N1)=O)=CC=CC2)=O (phthalimide), C1(=CC=CC=C1)P(C1=CC=CC=C1)C1=CC=CC=C1 (triphenyl phosphine). Run in C1CCOC1 (THF), C1CCOC1 (THF). Run at time 32 hour. Product: [Si](C1=CC=CC=C1)(C1=CC=CC=C1)(C(C)(C)C)O[C@@H]1[C@H]2C[C@@H]([C@@H](C1)C2)N2C(C1=CC=CC=C1C2=O)=O (2-((1R,2S,4R,5S)-5-(tert-Butyldiphenylsilyloxy)bicyclo[2.2.1]heptan-2-yl)isoindoline-1,3-dione). As a reaction SMILES: N(C(OCC)=O)=NC(OCC)=O.[Si:13]([O:30][C@H:31]1[CH2:36][C@H:35]2[CH2:37][C@@H:32]1[CH2:33][C@H:34]2O)([C:26]([CH3:29])([CH3:28])[CH3:27])([C:20]1[CH:25]=[CH:24][CH:23]=[CH:22][CH:21]=1)[C:14]1[CH:19]=[CH:18][CH:17]=[CH:16][CH:15]=1.[C:39]1(=[O:49])[NH:43][C:42](=[O:44])[C:41]2=[CH:45][CH:46]=[CH:47][CH:48]=[C:40]12.C1(P(C2C=CC=CC=2)C2C=CC=CC=2)C=CC=CC=1>C1COCC1>[Si:13]([O:30][C@H:31]1[CH2:36][C@H:35]2[CH2:37][C@@H:32]1[CH2:33][C@@H:34]2[N:43]1[C:39](=[O:49])[C:40]2[C:41](=[CH:45][CH:46]=[CH:47][CH:48]=2)[C:42]1=[O:44])([C:26]([CH3:29])([CH3:27])[CH3:28])([C:20]1[CH:25]=[CH:24][CH:23]=[CH:22][CH:21]=1)[C:14]1[CH:15]=[CH:16][CH:17]=[CH:18][CH:19]=1. Reported procedure: A solution of diethyl azodicarboxylate (2.58 mL, 16.4 mmol) in anhydrous THF (10.0 mL) was added dropwise to a mixture of (1R,2R,4R,5S)-5-(tert-butyldiphenylsilyloxy)bicyclo[2.2.1 ]heptan-2-ol (5.00 g, 13.6 mmol), phthalimide (2.31 g, 15.7 mmol), and triphenyl phosphine (4.11 g, 15.7 mmol) in anhydrous THF (60 mL) at ambient temp. under nitrogen. After stirring for 32 h, the solvents were removed in vacuo. The residue was purified by flash column chromatography (0 to 20% of ethyl acetate in hexa... The reactants are COC(=O)c1nc(Cl)nc(N)c1OC, COCCOC, CCOC(C)=O, COc1c(Cl)ccc(B(O)O)c1F, [Cs+], [F-], O. Product: COC(=O)c1nc(-c2ccc(Cl)c(OC)c2F)nc(N)c1OC. RXN SMILES: [CH3:1][O:2][C:3](=[O:4])[c:5]1[n:6][c:7]([Cl:14])[n:8][c:9]([NH2:13])[c:10]1[O:11][CH3:12].[CH3:30][O:31][CH2:32][CH2:33][O:34][CH3:35].[CH3:37][CH2:38][O:39][C:40](=[O:41])[CH3:42].[Cl:15][c:16]1[c:17]([O:26][CH3:27])[c:18]([F:25])[c:19]([B:22]([OH:23])[OH:24])[cH:20][cH:21]1.[Cs+:29].[F-:28].[OH2:36]>>[CH3:1][O:2][C:3](=[O:4])[c:5]1[n:6][c:7](-[c:19]2[c:18]([F:25])[c:17]([O:26][CH3:27])[c:16]([Cl:15])[cH:21][cH:20]2)[n:8][c:9]([NH2:13])[c:10]1[O:11][CH3:12]. Starting materials: C1CCOC1 (THF), C1(CC1)C1=C(C(=CC(=C1)C(=O)OCC)OCC)C1=CC=C(C=C1)F (ethyl 2-cyclopropyl-6-ethoxy-4′-fluorobiphenyl-4-carboxylate), C1CCOC1 (THF), [H-].[Al+3].[Li+].[H-].[H-].[H-] (lithium aluminum hydride), [OH-].[Na+] (sodium hydroxide). Solvent: O (water), O (Water). Conditions: time 5 minute. The product is C1(CC1)C1=C(C(=CC(=C1)C=O)OCC)C1=CC=C(C=C1)F (2-Cyclopropyl-6-ethoxy-4′-fluorobiphenyl-4-carbaldehyde). Isolated yield 85.7%. As a reaction SMILES: C1COCC1.[CH:6]1([C:9]2[CH:14]=[C:13]([C:15](OCC)=[O:16])[CH:12]=[C:11]([O:20][CH2:21][CH3:22])[C:10]=2[C:23]2[CH:28]=[CH:27][C:26]([F:29])=[CH:25][CH:24]=2)[CH2:8][CH2:7]1.[H-].[Al+3].[Li+].[H-].[H-].[H-].[OH-].[Na+]>O>[CH:6]1([C:9]2[CH:14]=[C:13]([CH:15]=[O:16])[CH:12]=[C:11]([O:20][CH2:21][CH3:22])[C:10]=2[C:23]2[CH:24]=[CH:25][C:26]([F:29])=[CH:27][CH:28]=2)[CH2:8][CH2:7]1 |f:2.3.4.5.6.7,8.9|. Procedure: A THF (50 mL) solution of ethyl 2-cyclopropyl-6-ethoxy-4′-fluorobiphenyl-4-carboxylate (10.5 g) was added to a THF (50 mL) suspension of lithium aluminum hydride (1.21 g) under ice cooling in a nitrogen atmosphere. After stirring at the same temperature as above for 30 minutes, water (1.2 mL) and a 15% aqueous sodium hydroxide solution (1.2 mL) were added thereto, and the mixture was stirred for 5 minutes. Water (3.6 mL) was further added to the reaction mixture, and the mixture was stirred for ... The reactants are solution, [OH-].[Na+] (sodium hydroxide), COC=1C=C2C(=CC=NC2=CC1OC)OC1=CC=C(C=C1)NC(CCOC1=C(C=CC=C1)C)=O (N1-{4-[(6,7-Dimethoxy-4-quinolyl)oxy]phenyl}-3-(2-methylphenoxy)propaneamide), Cl (hydrochloric acid). Solvent: O1CCCC1 (tetrahydrofuran), O1CCCC1 (tetrahydrofuran). Run at temperature 0 celsius. The product is COC=1C=C2C(=CC=NC2=CC1OC)OC1=CC=C(C=C1)NCCCOC1=C(C=CC=C1)C (N-{4-[(6,7-Dimethoxy-4-quinolyl)oxy]phenyl}-N-[3-(2-methylphenoxy)propyl]amine). The yield is 79.9%. As a reaction SMILES: [CH3:1][O:2][C:3]1[CH:4]=[C:5]2[C:10](=[CH:11][C:12]=1[O:13][CH3:14])[N:9]=[CH:8][CH:7]=[C:6]2[O:15][C:16]1[CH:21]=[CH:20][C:19]([NH:22][C:23](=O)[CH2:24][CH2:25][O:26][C:27]2[CH:32]=[CH:31][CH:30]=[CH:29][C:28]=2[CH3:33])=[CH:18][CH:17]=1.Cl.[OH-].[Na+]>O1CCCC1>[CH3:1][O:2][C:3]1[CH:4]=[C:5]2[C:10](=[CH:11][C:12]=1[O:13][CH3:14])[N:9]=[CH:8][CH:7]=[C:6]2[O:15][C:16]1[CH:17]=[CH:18][C:19]([NH:22][CH2:23][CH2:24][CH2:25][O:26][C:27]2[CH:32]=[CH:31][CH:30]=[CH:29][C:28]=2[CH3:33])=[CH:20][CH:21]=1 |f:2.3|. Procedure: N1-{4-[(6,7-Dimethoxy-4-quinolyl)oxy]phenyl}-3-(2-methylphenoxy)propaneamide (200 mg) was dissolved in tetrahydrofuran (10 ml) to prepare a solution. A 1 M solution (1.3 ml) of a borane-tetrahydrofuran complex in tetrahydrofuran was then added to the solution, and the mixture was stirred with heating under reflux for 2 hr. The reaction solution was cooled to 0° C. and was adjusted to pH=1 by the addition of 1 N hydrochloric acid, followed by stirring with heating under reflux for 30 min. The rea... The reactants are COC=1C=CC2=C(CCN(C(N2)=O)C2CCNCC2)C1 (7-methoxy-3-piperidin-4-yl-1,3,4,5-tetrahydro-1,3-benzodiazepin-2-one), ClC1=CC(=NC=N1)C(=O)C=1C=C2CC(NC2=C(C1)C)=O (5-(6-chloro-pyrimidine-4-carbonyl)-7-methyl-1,3-dihydro-indol-2-one), CCN(C(C)C)C(C)C (DIPEA). Run in CN(C)C=O (DMF), C(C)#N.O (acetonitrile water). Reaction conditions: time 8 hour. Product: COC1=CC2=C(NC(N(CC2)C2CCN(CC2)C2=NC=NC(=C2)C(=O)C=2C=C3CC(NC3=C(C2)C)=O)=O)C=C1 (7-methoxy-3-{1-[6-(7-methyl-2-oxo-2,3-dihydro-1H-indol-5-carbonyl)-pyrimidin-4-yl]-piperidin-4-yl}-1,3,4,5-tetrahydro-benzo[d][1,3]diazepin-2-one). Reaction SMILES: [CH3:1][O:2][C:3]1[CH:4]=[CH:5][C:6]2[NH:12][C:11](=[O:13])[N:10]([CH:14]3[CH2:19][CH2:18][NH:17][CH2:16][CH2:15]3)[CH2:9][CH2:8][C:7]=2[CH:20]=1.Cl[C:22]1[N:27]=[CH:26][N:25]=[C:24]([C:28]([C:30]2[CH:31]=[C:32]3[C:36](=[C:37]([CH3:39])[CH:38]=2)[NH:35][C:34](=[O:40])[CH2:33]3)=[O:29])[CH:23]=1.CCN(C(C)C)C(C)C>CN(C=O)C.C(#N)C.O>[CH3:1][O:2][C:3]1[CH:4]=[CH:5][C:6]2[NH:12][C:11](=[O:13])[N:10]([CH:14]3[CH2:19][CH2:18][N:17]([C:22]4[CH:23]=[C:24]([C:28]([C:30]5[CH:31]=[C:32]6[C:36](=[C:37]([CH3:39])[CH:38]=5)[NH:35][C:34](=[O:40])[CH2:33]6)=[O:29])[N:25]=[CH:26][N:27]=4)[CH2:16][CH2:15]3)[CH2:9][CH2:8][C:7]=2[CH:20]=1 |f:4.5|. Procedure details: 0.12 g (0.42 mmol) 7-methoxy-3-piperidin-4-yl-1,3,4,5-tetrahydro-1,3-benzodiazepin-2-one, 0.12 g (0.42 mmol) 5-(6-chloro-pyrimidine-4-carbonyl)-7-methyl-1,3-dihydro-indol-2-one and 0.08 mL (0.46 mmol) DIPEA were combined in 2 mL DMF and shaken overnight at RT. Then the reaction mixture was taken up in acetonitrile/water and purified by preparative HPLC-MS. The fractions containing the product were combined and freeze-dried.